This data is from the Open Reaction Database (ORD), a public repository of structured organic reaction records. The task is: describe an organic reaction: reactants, conditions, products, and yield Starting materials: [N+](=O)(O)[O-] (nitric acid), [N+](=O)(O)[O-] (nitric acid), ice water, [N+]1(=NC=CC=C1)[O-] (pyridazine-1-oxide), [N+](=O)(O)[O-] (nitric acid), C([O-])(O)=O.[Na+] (sodium bicarbonate). The solvent is S(O)(O)(=O)=O (sulfuric acid). Run at time 16 hour. Product: [N+](=O)([O-])C1=CN=[N+](C=C1)[O-] (4-nitropyridazine-1-oxide). RXN SMILES: [N+:1]1([O-:7])[CH:6]=[CH:5][CH:4]=[CH:3][N:2]=1.[N+:8]([O-])([OH:10])=[O:9].C(=O)(O)[O-].[Na+]>S(=O)(=O)(O)O>[N+:8]([C:4]1[CH:5]=[CH:6][N+:1]([O-:7])=[N:2][CH:3]=1)([O-:10])=[O:9] |f:2.3|. Procedure: With cooling and stirring, 5.1 grams (0.053 mole) of pyridazine-1-oxide was dissolved in 50 ml of fuming sulfuric acid. To this was added 8.83 ml of fuming nitric acid. Upon completion of addition the reaction mixture was warmed to 130°-135° C. where it stirred for two hours. Analysis of the reaction mixture by thin layer chromatography (TLC) indicated the reaction was not complete. The reaction mixture was allowed to cool to ambient temperature where it stood for 16 hours. An additional 1.3 ml ... Starting materials: CC(C)C(=O)Cl, CC(=O)SCCNC(=O)C(CS)NC(=O)C(C)C. Reaction SMILES: [C:19]([CH:20]([CH3:21])[CH3:22])(=[O:23])[Cl:24].[C:1]([CH:2]([CH3:3])[CH3:4])(=[O:5])[NH:6][CH:7]([CH2:8][SH:9])[C:10](=[O:11])[NH:12][CH2:13][CH2:14][S:15][C:16]([CH3:17])=[O:18]>>[C:1]([CH:2]([CH3:3])[CH3:4])(=[O:5])[NH:6][CH:7]([CH2:8][S:9][C:19]([CH:20]([CH3:21])[CH3:22])=[O:23])[C:10](=[O:11])[NH:12][CH2:13][CH2:14][S:15][C:16]([CH3:17])=[O:18]. Product: CC(=O)SCCNC(=O)C(CSC(=O)C(C)C)NC(=O)C(C)C. Reactants: CS(C)=O, CCN(C(C)C)C(C)C, O, O=C(Nc1cccnc1)OCC(Cl)(Cl)Cl, c1cc(-c2nsc(N3CCNCC3)n2)cs1. Yields the product O=C(Nc1cccnc1)N1CCN(c2nc(-c3ccsc3)ns2)CC1. Reaction SMILES: [CH3:42][S:43](=[O:44])[CH3:45].[CH:32]([N:33]([CH:34]([CH3:35])[CH3:36])[CH2:37][CH3:38])([CH3:39])[CH3:40].[OH2:41].[n:1]1[cH:2][c:3]([NH:7][C:8]([O:9][CH2:10][C:11]([Cl:12])([Cl:13])[Cl:14])=[O:15])[cH:4][cH:5][cH:6]1.[s:16]1[cH:17][c:18](-[c:21]2[n:22][s:23][c:24]([N:26]3[CH2:27][CH2:28][NH:29][CH2:30][CH2:31]3)[n:25]2)[cH:19][cH:20]1>>[n:1]1[cH:2][c:3]([NH:7][C:8](=[O:15])[N:29]2[CH2:28][CH2:27][N:26]([c:24]3[s:23][n:22][c:21](-[c:18]4[cH:17][s:16][cH:20][cH:19]4)[n:25]3)[CH2:31][CH2:30]2)[cH:4][cH:5][cH:6]1. Reactants: ClC1=C(C(=CC=C1F)Cl)[C@@H](C)OC=1C2=C(C=NC1N)C(=CO2)C=2CCNCC2 (7-[(R)-1-(2,6-Dichloro-3-fluorophenyl)ethoxy]-3-(1,2,3,6-tetrahydropyridin-4-yl)-furo[3,2-c]pyridin-6-ylamine), O=CCNC(OC(C)(C)C)=O (tert-butyl N-(2-oxoethyl)carbamate), C(C)(=O)O[BH-](OC(C)=O)OC(C)=O.[Na+] (sodium triacetoxyborohydride), C(Cl)Cl (DCM), Cl (HCl), CCOCC (Et2O), Cl (HCl), O1CCOCC1 (1,4-Dioxane). Conditions: time 30 minute. Product: NCCN1CCC(=CC1)C1=COC2=C1C=NC(=C2O[C@H](C)C2=C(C(=CC=C2Cl)F)Cl)N (3-[1-(2-Aminoethyl)-1,2,3,6-tetrahydropyridin-4-yl]-7-[(R)-1-(2,6-dichloro-3-fluorophenyl)ethoxy]-furo[3,2-c]pyridin-6-ylamine). As a reaction SMILES: [Cl:1][C:2]1[C:7]([F:8])=[CH:6][CH:5]=[C:4]([Cl:9])[C:3]=1[C@H:10]([O:12][C:13]1[C:14]2[O:22][CH:21]=[C:20]([C:23]3[CH2:24][CH2:25][NH:26][CH2:27][CH:28]=3)[C:15]=2[CH:16]=[N:17][C:18]=1[NH2:19])[CH3:11].O=[CH:30][CH2:31][NH:32]C(=O)OC(C)(C)C.C(O[BH-](OC(=O)C)OC(=O)C)(=O)C.[Na+].C(Cl)Cl.Cl.O1CCOCC1.CCOCC>>[NH2:32][CH2:31][CH2:30][N:26]1[CH2:25][CH:24]=[C:23]([C:20]2[C:15]3[CH:16]=[N:17][C:18]([NH2:19])=[C:13]([O:12][C@@H:10]([C:3]4[C:4]([Cl:9])=[CH:5][CH:6]=[C:7]([F:8])[C:2]=4[Cl:1])[CH3:11])[C:14]=3[O:22][CH:21]=2)[CH2:28][CH2:27]1 |f:2.3|. Procedure details: A mixture of 7-[(R)-1-(2,6-Dichloro-3-fluorophenyl)ethoxy]-3-(1,2,3,6-tetrahydropyridin-4-yl)-furo[3,2-c]pyridin-6-ylamine (35.0 mg, 0.0829 mmol), tert-butyl N-(2-oxoethyl)carbamate (26.4 mg, 0.166 mmol), sodium triacetoxyborohydride (19.3 mg, 0.0912 mmol) and DCM (3 mL, 50 mmol) was stirred at rt for 30 min. The solution was transferred to a separatory funnel and extracted with DCM and sat. NaHCO3. The organic layer was concentrated in vacuo, redissolved in 1,4-dioxane and transferred to a seal... The reactants are S1C2=C(C=C1)C=CC=C2CC#N (benzo[b]thiophene-7-acetonitrile), CC(C)(C)O (2-methyl-2-propanol), [OH-].[K+] (potassium hydroxide), [OH-].[K+] (potassium hydroxide). The solvent is C(C)(=O)OCC (ethyl acetate). Product: S1C2=C(C=C1)C=CC=C2CC(=O)N (Benzo[b]thiophene-7-acetamide). RXN SMILES: [S:1]1[CH:5]=[CH:4][C:3]2[CH:6]=[CH:7][CH:8]=[C:9]([CH2:10][C:11]#[N:12])[C:2]1=2.CC([OH:17])(C)C.[OH-].[K+]>C(OCC)(=O)C>[S:1]1[CH:5]=[CH:4][C:3]2[CH:6]=[CH:7][CH:8]=[C:9]([CH2:10][C:11]([NH2:12])=[O:17])[C:2]1=2 |f:2.3|. Procedure: Add benzo[b]thiophene-7-acetonitrile (1.9 g, 11.0 mmol) to 2-methyl-2-propanol (20 mL). Heat to reflux under nitrogen and add potassium hydroxide pellets (7.4 g, 132 mmol). Stir and reflux under nitrogen for 30 minutes. Pour solution off of the excess potassium hydroxide and dilute with ethyl acetate. Wash with a 1:1 mixture of aqueous saturated sodium chloride, aqueous saturated sodium hydrogen carbonate. Dry the organic phase over anhydrous magnesium sulfate, filter, and concentrate under redu... Starting materials: ice, O1CCC2=C1C(=CC=C2)C(=O)[NH-] (2,3-dihydro-7-benzofuran carbonyl amide), C1(=CC=CC=C1)C (toluene), [OH-].[K+] (KOH), O=S(Cl)Cl (SOCl2). Solvent: CCOC(=O)C.CCCCCCC (AcOEt Heptane), O (Water). Conditions: temperature 70 celsius. The product is C(#N)C1=CC=CC=2CCOC21 (7-cyano-2,3-dihydro-benzofuran). Yield: 99.0%. As a reaction SMILES: [O:1]1[C:5]2[C:6]([C:10]([NH-:12])=O)=[CH:7][CH:8]=[CH:9][C:4]=2[CH2:3][CH2:2]1.C1(C)C=CC=CC=1.O=S(Cl)Cl.[OH-].[K+]>O.CCOC(C)=O.CCCCCCC>[C:10]([C:6]1[C:5]2[O:1][CH2:2][CH2:3][C:4]=2[CH:9]=[CH:8][CH:7]=1)#[N:12] |f:3.4,6.7|. Procedure details: To a suspension of (2) (10 g, 61.28 mmol) i dry toluene (50 ml) was added SOCl2 (12 ml, 164.92 mmol) under N2. The reaction mixture was heated to 70° C. for 1 h. and then to 90° C. until TLC (AcOEt/Heptane 1:1) indicated complete reaction Water (20 ml) was slowly added to the ice cooled reaction mixture followed by 50% KOH until pH≈8. The organic layer was separated, and the aqueous layer was extracted with toluene (3×50 ml). The combined organic layers were washed with water (2×30 ml), brine (1... Yields the product C1(=CC=CC=C1)S(=O)CCCCOC=1C=C2CCC(NC2=CC1)=O (6-(4-Phenylsulfinyl-butoxy)-3,4-dihydro-carbostyril). Run at temperature 25 celsius, time 15 hour. Reaction SMILES: [OH:1][C:2]1[CH:3]=[C:4]2[C:9](=[CH:10][CH:11]=1)[NH:8][C:7](=[O:12])[CH2:6][CH2:5]2.C(=O)([O-])[O-].[K+].[K+].[C:19]1([S:25]([CH2:27][CH2:28][CH2:29][CH2:30]Br)=[O:26])[CH:24]=[CH:23][CH:22]=[CH:21][CH:20]=1.C1(S)C=CC=CC=1.BrCCCCBr.OO>CS(C)=O.C(O)(=O)C.O>[C:19]1([S:25]([CH2:27][CH2:28][CH2:29][CH2:30][O:1][C:2]2[CH:3]=[C:4]3[C:9](=[CH:10][CH:11]=2)[NH:8][C:7](=[O:12])[CH2:6][CH2:5]3)=[O:26])[CH:24]=[CH:23][CH:22]=[CH:21][CH:20]=1 |f:1.2.3|. The reactants are OC=1C=C2CCC(NC2=CC1)=O (6-hydroxy-3,4-dihydro-carbostyril), C([O-])([O-])=O.[K+].[K+] (potassium carbonate), C1(=CC=CC=C1)S(=O)CCCCBr (4-phenylsulfinyl-butyl bromide), C1(=CC=CC=C1)S (thiophenol), BrCCCCBr (1,4-dibromo-butane), OO (hydrogen peroxide). Procedure: 32.6 gm (0.2 mol) of 6-hydroxy-3,4-dihydro-carbostyril [see F. F. Mayer et al., Ber. Dtsch. Chem. Ges. 60, 858 (1927)] and 27.6 gm (0.2 mol) of potassium carbonate were stirred for 5 minutes in 600 ml of dimethylsulfoxide which had been dried over a molecular sieve, and then 52.2 gm of 4-phenylsulfinyl-butyl bromide (0.2 mol) (prepared from thiophenol and 1,4-dibromo-butane and subsequent oxidation with hydrogen peroxide in glacial acetic acid analogous to Example 2; oily substance, solidified u... Run in CS(=O)C (dimethylsulfoxide), O (water), C(C)(=O)O (acetic acid).